This data is from the Open Reaction Database (ORD), a public repository of structured organic reaction records. The task is: describe an organic reaction: reactants, conditions, products, and yield Starting materials: solution, [Li]CCCC (n-BuLi), hexanes, BrC1=CC(=C(CN2CCCC2)C=C1)Cl (1-(4-bromo-2-chlorobenzyl)pyrrolidine), O=C1CC(C1)C(=O)O (3-oxocyclobutanecarboxylic acid). Run in C1CCOC1 (THF), C1CCOC1 (THF). Reaction conditions: temperature -78 celsius, time 30 minute. The product is ClC=1C=C(C=CC1CN1CCCC1)C1(CC(C1)C(=O)O)O (3-(3-chloro-4-((pyrrolidin-1-yl)methyl)phenyl)-3-hydroxycyclobutanecarboxylic acid). As a reaction SMILES: [Li]CCCC.Br[C:7]1[CH:18]=[CH:17][C:10]([CH2:11][N:12]2[CH2:16][CH2:15][CH2:14][CH2:13]2)=[C:9]([Cl:19])[CH:8]=1.[O:20]=[C:21]1[CH2:24][CH:23]([C:25]([OH:27])=[O:26])[CH2:22]1>C1COCC1>[Cl:19][C:9]1[CH:8]=[C:7]([C:21]2([OH:20])[CH2:24][CH:23]([C:25]([OH:27])=[O:26])[CH2:22]2)[CH:18]=[CH:17][C:10]=1[CH2:11][N:12]1[CH2:16][CH2:15][CH2:14][CH2:13]1. Reported procedure: A 2.5 M solution of n-BuLi in hexanes (101 mL, 254 mmol) was added over 15 min to a solution of 1-(4-bromo-2-chlorobenzyl)pyrrolidine (69.6 g, 254 mmol) in absolute THF (450 ml) under a flow of nitrogen at −78° C. The reaction mixture was stirred at −78° C. for 30 min. Then a −78° C. chilled solution of 3-oxocyclobutanecarboxylic acid (14.4 g, 126.7 mmol) in absolute THF (150 ml) was added drop wise for 10 min at −78° C. The mixture was warmed to RT slowly and left stirring for 18 hrs and the re... Starting materials: COC(=O)c1cc(I)cc([N+](=O)[O-])c1, [Cl-], [K+], [K+], [K+], [NH4+], C1COCCO1, OB(O)c1ccccc1, O=P([O-])([O-])[O-], c1ccc(P(c2ccccc2)(c2ccccc2)[Pd](P(c2ccccc2)(c2ccccc2)c2ccccc2)(P(c2ccccc2)(c2ccccc2)c2ccccc2)P(c2ccccc2)(c2ccccc2)c2ccccc2)cc1. Yields the product COC(=O)c1cc(-c2ccccc2)cc([N+](=O)[O-])c1. Reaction SMILES: [CH3:18][O:19][C:20]([c:21]1[cH:22][c:23]([I:30])[cH:24][c:25]([N+:27](=[O:28])[O-:29])[cH:26]1)=[O:31].[Cl-:32].[K+:15].[K+:16].[K+:17].[NH4+:33].[O:34]1[CH2:35][CH2:36][O:37][CH2:38][CH2:39]1.[OH:1][B:2]([OH:3])[c:4]1[cH:5][cH:6][cH:7][cH:8][cH:9]1.[P:10]([O-:11])([O-:12])([O-:13])=[O:14].[cH:40]1[cH:41][cH:42][c:43]([P:44]([Pd:45]([P:46]([c:47]2[cH:48][cH:49][cH:50][cH:51][cH:52]2)([c:53]2[cH:54][cH:55][cH:56][cH:57][cH:58]2)[c:59]2[cH:60][cH:61][cH:62][cH:63][cH:64]2)([P:65]([c:66]2[cH:67][cH:68][cH:69][cH:70][cH:71]2)([c:72]2[cH:73][cH:74][cH:75][cH:76][cH:77]2)[c:78]2[cH:79][cH:80][cH:81][cH:82][cH:83]2)[P:84]([c:85]2[cH:86][cH:87][cH:88][cH:89][cH:90]2)([c:91]2[cH:92][cH:93][cH:94][cH:95][cH:96]2)[c:97]2[cH:98][cH:99][cH:100][cH:101][cH:102]2)([c:103]2[cH:104][cH:105][cH:106][cH:107][cH:108]2)[c:109]2[cH:110][cH:111][cH:112][cH:113][cH:114]2)[cH:115][cH:116]1>>[c:4]1(-[c:23]2[cH:22][c:21]([C:20]([O:19][CH3:18])=[O:31])[cH:26][c:25]([N+:27](=[O:28])[O-:29])[cH:24]2)[cH:5][cH:6][cH:7][cH:8][cH:9]1. Reactants: [Li]C(C)(C)C, CCC(C=O)NC(c1ccccc1)(c1ccccc1)c1ccccc1, CCOCC, [Cl-], [NH4+]. Yields the product CCC(NC(c1ccccc1)(c1ccccc1)c1ccccc1)C(O)C(C)(C)C. Reaction SMILES: [C:1]([CH3:2])([CH3:3])([CH3:4])[Li:5].[C:6]([c:7]1[cH:8][cH:9][cH:10][cH:11][cH:12]1)([c:13]1[cH:14][cH:15][cH:16][cH:17][cH:18]1)([c:19]1[cH:20][cH:21][cH:22][cH:23][cH:24]1)[NH:25][CH:26]([CH:27]=[O:28])[CH2:29][CH3:30].[CH3:33][CH2:34][O:35][CH2:36][CH3:37].[Cl-:31].[NH4+:32]>>[C:1]([CH3:2])([CH3:3])([CH3:4])[CH:27]([CH:26]([NH:25][C:6]([c:7]1[cH:8][cH:9][cH:10][cH:11][cH:12]1)([c:13]1[cH:14][cH:15][cH:16][cH:17][cH:18]1)[c:19]1[cH:20][cH:21][cH:22][cH:23][cH:24]1)[CH2:29][CH3:30])[OH:28]. Reaction SMILES: [I-].[C:2]([O:6][C:7](=[O:38])[CH2:8][C@H:9]([NH:30][C:31]([O:33][C:34]([CH3:37])([CH3:36])[CH3:35])=[O:32])[CH2:10][P+](C1C=CC=CC=1)(C1C=CC=CC=1)C1C=CC=CC=1)([CH3:5])([CH3:4])[CH3:3].[CH3:39][C:40]1[CH:47]=[CH:46][C:45]([N+:48]([O-:50])=[O:49])=[CH:44][C:41]=1[CH:42]=O.C(Cl)Cl.CC(C)([O-])C.[K+]>O1CCCC1.O=[Mn]=O>[C:34]([O:33][C:31]([NH:30][C@H:9]([CH:10]=[CH:42][C:41]1[CH:44]=[C:45]([N+:48]([O-:50])=[O:49])[CH:46]=[CH:47][C:40]=1[CH3:39])[CH2:8][C:7]([O:6][C:2]([CH3:5])([CH3:4])[CH3:3])=[O:38])=[O:32])([CH3:37])([CH3:36])[CH3:35] |f:0.1,4.5|. Solvent: O1CCCC1 (tetrahydrofuran). Starting materials: solution, CC(C)([O-])C.[K+] (potassium tert-butoxide), [I-].C(C)(C)(C)OC(C[C@@H](C[P+](C1=CC=CC=C1)(C1=CC=CC=C1)C1=CC=CC=C1)NC(=O)OC(C)(C)C)=O ([(2S)-4-tert-Butoxy-2-(tert-butoxycarbonylamino)-4-oxo-butyl]-triphenyl-phosphonium iodide), CC1=C(C=O)C=C(C=C1)[N+](=O)[O-] (2-methyl-5-nitro-benzaldehyde), C(Cl)Cl (DCM). Procedure: Adapting a literature procedure (Jandeleit et al., U.S. Pat. No. 8,168,617 (2012)), tert-butyl(3S)-3-(tert-butoxycarbonylamino)-5-(2-methyl-5-nitro-phenyl)pent-4-enoate (18b) is prepared from [(2S)-4-tert-butoxy-2-(tert-butoxycarbonylamino)-4-oxo-butyl]-triphenyl-phosphonium iodide (18a) (1.30 g, 2.0 mmol), 2-methyl-5-nitro-benzaldehyde (1b) (495 mg, 3.0 mmol) (commercial or prepared in two steps from commercial 2-methyl-5-nitro benzoic acid (i) BH3.SMe2, THF, reflux, ii) MnO2, DCM, room tempera... Product: C(C)(C)(C)OC(=O)N[C@@H](CC(=O)OC(C)(C)C)C=CC1=C(C=CC(=C1)[N+](=O)[O-])C (tert-Butyl(3S)-3-(tert-butoxycarbonylamino)-5-(2-methyl-5-nitro-phenyl)pent-4-enoate). The reagents and catalysts are O=[Mn]=O (MnO2).